From a dataset of the Open Reaction Database (ORD), a public repository of structured organic reaction records. describe an organic reaction: reactants, conditions, products, and yield Reactants: CN(C=O)C (N,N-dimethylformamide), BrC=1C=C(C=CC1)CCO (2-(3-bromophenyl)ethanol), CN(CCN(C)C)C (N,N,N′,N′-tetramethylethylenediamine), C(CCC)[Li] (n-Butyl lithium). The solvent is C(C)OCC (diethyl ether). Run at temperature -20 celsius, time 1 hour. Yields the product OCCC=1C=C(C=O)C=CC1 (3-(2-Hydroxyethyl)benzaldehyde). Isolated yield 88.0%. As a reaction SMILES: Br[C:2]1[CH:3]=[C:4]([CH2:8][CH2:9][OH:10])[CH:5]=[CH:6][CH:7]=1.CN(C)CCN(C)C.C([Li])CCC.CN(C)[CH:26]=[O:27]>C(OCC)C>[OH:10][CH2:9][CH2:8][C:4]1[CH:3]=[C:2]([CH:7]=[CH:6][CH:5]=1)[CH:26]=[O:27]. Procedure details: A mixture 2-(3-bromophenyl)ethanol (1.00 g, 0.67 mL, 4.9 mmol) and N,N,N′,N′-tetramethylethylenediamine (1.5 mL) in anhydrous diethyl ether (10 mL) was cooled to −78° C. in a dry-ice acetone bath. n-Butyl lithium (2.4 M solution in hexanes, 4.0 mL, 9.8 mmol) was added dropwise and the resulting mixture was allowed to warm to −20° C. (over 1 h) and then cooled again to −78° C. Anhydrous N,N-dimethylformamide (5 mL) was added and the resulting mixture was allowed to reach room temperature and stir... Starting materials: C(C)OC(=O)C1=NC=2N(C(=C1)O)C=NN2 (7-Ethoxycarbonyl-5-hydroxy-s-triazolo[4,3-a]pyrimidine), P(=O)(Cl)(Cl)Cl (phosphorus oxychloride). Conditions: temperature 60 celsius. Product: ClC1=CC(=NC=2N1C=NN2)C(=O)OCC (5-chloro-7-ethoxycarbonyl-s-triazolo[4,3-a]pyrimidine). As a reaction SMILES: [CH2:1]([O:3][C:4]([C:6]1[CH:11]=[C:10](O)[N:9]2[CH:13]=[N:14][N:15]=[C:8]2[N:7]=1)=[O:5])[CH3:2].P(Cl)(Cl)([Cl:18])=O>>[Cl:18][C:10]1[N:9]2[CH:13]=[N:14][N:15]=[C:8]2[N:7]=[C:6]([C:4]([O:3][CH2:1][CH3:2])=[O:5])[CH:11]=1. Procedure details: 7-Ethoxycarbonyl-5-hydroxy-s-triazolo[4,3-a]pyrimidine (10 g) was added to 50 ml of phosphorus oxychloride at room temperature, the mixture was heated at 60° C. for one hour, and excess phosphorus oxychloride was removed by distillation under reduced pressure. The remaining dark red oil was shaken with 200 ml of chloroform and 100 ml of water, and the aqueous layer was again extracted with 100 ml of fresh chloroform. The chloroform layers were joined together and washed with 80 ml of saturated s... The reactants are BrC1=CC(=CC=2N(C=NC21)CC2=C(C(=CC=C2)C(F)(F)F)C)N (4-bromo-1-(2-methyl-3-(trifluoromethyl)benzyl)-1H-benzo[d]imidazol-6-amine), [OH-].[Na+] (sodium hydroxide), BrCCOCCBr (1-bromo-2-(2-bromoethoxy)ethane). Reagents/catalysts: [I-].C(CCC)[N+](CCCC)(CCCC)CCCC (tetrabutylammonium iodide). Run at temperature 110 celsius. Yields the product BrC1=CC(=CC=2N(C=NC21)CC2=C(C(=CC=C2)C(F)(F)F)C)N2CCOCC2 (4-(4-bromo-1-(2-methyl-3-(trifluoromethyl)benzyl)-1H-benzo[d]imidazol-6-yl)morpholine). Isolated yield 18.9%. RXN SMILES: [Br:1][C:2]1[C:10]2[N:9]=[CH:8][N:7]([CH2:11][C:12]3[CH:17]=[CH:16][CH:15]=[C:14]([C:18]([F:21])([F:20])[F:19])[C:13]=3[CH3:22])[C:6]=2[CH:5]=[C:4]([NH2:23])[CH:3]=1.[OH-].[Na+].Br[CH2:27][CH2:28][O:29][CH2:30][CH2:31]Br>[I-].C([N+](CCCC)(CCCC)CCCC)CCC>[Br:1][C:2]1[C:10]2[N:9]=[CH:8][N:7]([CH2:11][C:12]3[CH:17]=[CH:16][CH:15]=[C:14]([C:18]([F:19])([F:21])[F:20])[C:13]=3[CH3:22])[C:6]=2[CH:5]=[C:4]([N:23]2[CH2:31][CH2:30][O:29][CH2:28][CH2:27]2)[CH:3]=1 |f:1.2,4.5|. Procedure: Into a 100 ml round bottomed flask with 4-bromo-1-(2-methyl-3-(trifluoromethyl)benzyl)-1H-benzo[d]imidazol-6-amine (2.28 g, 5.93 mmol), tetrabutylammonium iodide (0.110 g, 0.297 mmol) was added 6N sodium hydroxide (14.84 ml, 89 mmol) and 1-bromo-2-(2-bromoethoxy)ethane (1.480 ml, 11.87 mmol). The reaction was heated to 110° C. for 2 h, cooled to room temperature and the mixture was extracted with EtOAc. The combined organic phase was washed with Brine (20 mL) and concentrated. The residue was pu... The reactants are Brc1ccccc1OC1CCNCC1, CCN=C=NCCCN(C)C, CCN(C(C)C)C(C)C, Cl, O=C(O)C(F)(F)F, CN(C)C=O, O, On1nnc2ccccc21, O=C(O)CNC(=O)c1ccc(Nc2ccccc2)cc1. Yields the product O=C(NCC(=O)N1CCC(Oc2ccccc2Br)CC1)c1ccc(Nc2ccccc2)cc1. RXN SMILES: [Br:59][c:60]1[c:61]([O:62][CH:63]2[CH2:64][CH2:65][NH:66][CH2:67][CH2:68]2)[cH:69][cH:70][cH:71][cH:72]1.[CH3:40][CH2:41][N:42]=[C:43]=[N:44][CH2:45][CH2:46][CH2:47][N:48]([CH3:49])[CH3:50].[CH:21]([N:22]([CH2:23][CH3:24])[CH:25]([CH3:26])[CH3:27])([CH3:28])[CH3:29].[ClH:51].[F:52][C:53]([F:54])([F:55])[C:56]([OH:57])=[O:58].[O:73]=[CH:74][N:75]([CH3:76])[CH3:77].[OH2:78].[OH:30][n:31]1[c:32]2[c:33]([cH:34][cH:35][cH:36][cH:37]2)[n:38][n:39]1.[c:1]1([NH:7][c:8]2[cH:9][cH:10][c:11]([C:12](=[O:13])[NH:14][CH2:15][C:16](=[O:17])[OH:18])[cH:19][cH:20]2)[cH:2][cH:3][cH:4][cH:5][cH:6]1>>[c:1]1([NH:7][c:8]2[cH:9][cH:10][c:11]([C:12](=[O:13])[NH:14][CH2:15][C:16](=[O:18])[N:66]3[CH2:65][CH2:64][CH:63]([O:62][c:61]4[c:60]([Br:59])[cH:72][cH:71][cH:70][cH:69]4)[CH2:68][CH2:67]3)[cH:19][cH:20]2)[cH:2][cH:3][cH:4][cH:5][cH:6]1. The reactants are CCOC(=O)Cc1cc(Nc2nc(CCc3ccccc3)cs2)ncc1Br, C1CCOC1, Cl, [Na+], [OH-]. Product: O=C(O)Cc1cc(Nc2nc(CCc3ccccc3)cs2)ncc1Br. As a reaction SMILES: [Br:1][c:2]1[c:3]([CH2:22][C:23](=[O:24])[O:25][CH2:26][CH3:27])[cH:4][c:5]([NH:8][c:9]2[s:10][cH:11][c:12]([CH2:14][CH2:15][c:16]3[cH:17][cH:18][cH:19][cH:20][cH:21]3)[n:13]2)[n:6][cH:7]1.[CH2:31]1[O:32][CH2:33][CH2:34][CH2:35]1.[ClH:30].[Na+:29].[OH-:28]>>[Br:1][c:2]1[c:3]([CH2:22][C:23](=[O:24])[OH:25])[cH:4][c:5]([NH:8][c:9]2[s:10][cH:11][c:12]([CH2:14][CH2:15][c:16]3[cH:17][cH:18][cH:19][cH:20][cH:21]3)[n:13]2)[n:6][cH:7]1. The reactants are COc1ccc(N2CCNCC2)cc1, CCOC(=O)Nc1nc2ccc(F)cc2nc1OC. The product is COc1ccc(N2CCN(C(=O)Nc3nc4ccc(F)cc4nc3OC)CC2)cc1. As a reaction SMILES: [CH3:20][O:21][c:22]1[cH:23][cH:24][c:25]([N:28]2[CH2:29][CH2:30][NH:31][CH2:32][CH2:33]2)[cH:26][cH:27]1.[F:1][c:2]1[cH:3][c:4]2[n:5][c:6]([O:18][CH3:19])[c:7]([NH:12][C:13]([O:14][CH2:15][CH3:16])=[O:17])[n:8][c:9]2[cH:10][cH:11]1>>[F:1][c:2]1[cH:3][c:4]2[n:5][c:6]([O:18][CH3:19])[c:7]([NH:12][C:13](=[O:17])[N:31]3[CH2:30][CH2:29][N:28]([c:25]4[cH:24][cH:23][c:22]([O:21][CH3:20])[cH:27][cH:26]4)[CH2:33][CH2:32]3)[n:8][c:9]2[cH:10][cH:11]1.